Dataset: the Open Reaction Database (ORD), a public repository of structured organic reaction records. Task: describe an organic reaction: reactants, conditions, products, and yield The reactants are N1=C(N=CC=C1)N1CCN(CC1)C1=CC=C(C(=O)O)C=C1 (4-{4-(pyrimidin-2-yl)piperazin-1-yl}benzoic acid), intermediate 1, Cl.C(C)N=C=NCCCN(C)C (1-ethyl-3-(3-dimethylaminopropyl)carbodiimide hydrochloride), ON1N=NC2=C1C=CC=C2 (1-hydroxybenzotriazole), CN1CCOCC1 (N-methylmorpholine), C(O)([O-])=O.[Na+] (sodium hydrogencarbonate). The solvent is CN(C=O)C (Dimethylformamide), CN(C=O)C (dimethylformamide). Conditions: time 24 hour. The product is O[C@H](C(=O)OC(C)(C)C)CNC(C1=CC=C(C=C1)N1CCN(CC1)C1=NC=CC=N1)=O (t-Butyl(2S)-hydroxy-3-[4-{4-(pyrimidin-2-yl)piperazin-1-yl}benzoylamino]propionate). RXN SMILES: [N:1]1[CH:6]=[CH:5][CH:4]=[N:3][C:2]=1[N:7]1[CH2:12][CH2:11][N:10]([C:13]2[CH:21]=[CH:20][C:16]([C:17](O)=[O:18])=[CH:15][CH:14]=2)[CH2:9][CH2:8]1.ON1C2C=C[CH:30]=[CH:31][C:26]=2N=N1.C[N:33]1CC[O:36][CH2:35][CH2:34]1.Cl.[CH2:40](N=C=NCCCN(C)C)C.[C:51](=[O:54])([O-])[OH:52].[Na+]>CN(C)C=O>[OH:36][C@@H:35]([CH2:34][NH:33][C:17](=[O:18])[C:16]1[CH:20]=[CH:21][C:13]([N:10]2[CH2:9][CH2:8][N:7]([C:2]3[N:3]=[CH:4][CH:5]=[CH:6][N:1]=3)[CH2:12][CH2:11]2)=[CH:14][CH:15]=1)[C:51]([O:52][C:31]([CH3:30])([CH3:26])[CH3:40])=[O:54] |f:3.4,5.6|. Reported procedure: Dimethylformamide (5.0 ml) was added to 32.1 mg of 4-{4-(pyrimidin-2-yl)piperazin-1-yl}benzoic acid (WO 99/38849) to prepare a solution, and 24.0 mg of 1-hydroxybenzotriazole and 0.060 ml of N-methylmorpholine were successively added to the solution. A solution of 17.9 mg of intermediate 1 in 5.0 ml of dimethylformamide and 45.6 mg of 1-ethyl-3-(3-dimethylaminopropyl)carbodiimide hydrochloride were added in that order to the mixture, and a reaction was allowed to proceed at room temperature for ... Reactants: CN(C)CC=CC(=O)O, Fc1cccc(COc2ccc(Nc3ncnc4sc5c(c34)CNC5)cc2Cl)c1, Cl. Product: CN(C)CC=CC(=O)N1Cc2sc3ncnc(Nc4ccc(OCc5cccc(F)c5)c(Cl)c4)c3c2C1. RXN SMILES: [CH3:31][N:32]([CH2:33][CH:34]=[CH:35][C:36](=[O:37])[OH:38])[CH3:39].[Cl:1][c:2]1[cH:3][c:4]([NH:17][c:18]2[c:19]3[c:20]([n:21][cH:22][n:23]2)[s:24][c:25]2[c:26]3[CH2:27][NH:28][CH2:29]2)[cH:5][cH:6][c:7]1[O:8][CH2:9][c:10]1[cH:11][c:12]([F:16])[cH:13][cH:14][cH:15]1.[ClH:30]>>[Cl:1][c:2]1[cH:3][c:4]([NH:17][c:18]2[c:19]3[c:20]([n:21][cH:22][n:23]2)[s:24][c:25]2[c:26]3[CH2:27][N:28]([C:36]([CH:35]=[CH:34][CH2:33][N:32]([CH3:31])[CH3:39])=[O:37])[CH2:29]2)[cH:5][cH:6][c:7]1[O:8][CH2:9][c:10]1[cH:11][c:12]([F:16])[cH:13][cH:14][cH:15]1.